This data is from the Open Reaction Database (ORD), a public repository of structured organic reaction records. The task is: describe an organic reaction: reactants, conditions, products, and yield Starting materials: Cl.C(C1=CC=CC=C1)OC1=C(C=C2C(=CC=NC2=C1)Cl)OC (7-benzyloxy-4-chloro-6-methoxyquinoline hydrochloride). Run in C(=O)(C(F)(F)F)O (TFA). Product: ClC1=CC=NC2=CC(=C(C=C12)OC)O (4-chloro-7-hydroxy-6-methoxyquinoline). Isolated yield 97.8%. RXN SMILES: Cl.C([O:9][C:10]1[CH:19]=[C:18]2[C:13]([C:14]([Cl:20])=[CH:15][CH:16]=[N:17]2)=[CH:12][C:11]=1[O:21][CH3:22])C1C=CC=CC=1>C(O)(C(F)(F)F)=O>[Cl:20][C:14]1[C:13]2[C:18](=[CH:19][C:10]([OH:9])=[C:11]([O:21][CH3:22])[CH:12]=2)[N:17]=[CH:16][CH:15]=1 |f:0.1|. Reported procedure: A solution of 7-benzyloxy-4-chloro-6-methoxyquinoline hydrochloride (6.8 g, 20 mmol) in TFA (80 ml) was heated at reflux for 5.5 hours. The volatiles were removed by evaporation, the residue suspended in water and the mixture was adjusted to pH7 with a saturated aqueous sodium hydrogen carbonate solution. The resulting solid was collected by filtration, washed with water, ether and dried under vacuum to give 4-chloro-7-hydroxy-6-methoxyquinoline (4.1 g, 98%). Starting materials: ClC1=CC=C(C=C1)C1(CCNCC1)O (4-(4-chlorophenyl)-4-piperidinol), C1COS(=O)(=O)C1 (1,3-propane sultone). Run in CC(=O)C (acetone). Yields the product ClC1=CC=C(C=C1)C1(CCN(CC1)CCCS(=O)(=O)O)O (3-[4-(4-chlorophenyl)-4-hydroxypiperidin-1-yl]-1-propanesulfonic acid). Reaction SMILES: [Cl:1][C:2]1[CH:7]=[CH:6][C:5]([C:8]2([OH:14])[CH2:13][CH2:12][NH:11][CH2:10][CH2:9]2)=[CH:4][CH:3]=1.[CH2:15]1[CH2:21][S:18](=[O:20])(=[O:19])[O:17][CH2:16]1>CC(C)=O>[Cl:1][C:2]1[CH:7]=[CH:6][C:5]([C:8]2([OH:14])[CH2:9][CH2:10][N:11]([CH2:16][CH2:15][CH2:21][S:18]([OH:20])(=[O:19])=[O:17])[CH2:12][CH2:13]2)=[CH:4][CH:3]=1. Procedure details: To a solution of 4-(4-chlorophenyl)-4-piperidinol (2.5 g, 11.8 mmol) in acetone (25 mL) was added 1,3-propane sultone (1.56 g, 13.0 mmol). The mixture was stirred at reflux for 2 h. The reaction mixture was cooled to room temperature. The solid was collected by filtration, washed with acetone (2×20 mL) and dried in vacuo. This allowed the isolation of compound H, 2.83 g (72%). The reactants are NCCOCCOCCOCCOCCC(=O)O (3-(2-{2-[2-(2-amino-ethoxy)-ethoxy]ethoxy}ethoxy)propionic acid), O=C1N(C(CC1)=O)OC(CCC(C(=O)OC(C)(C)C)NC(CCCCCCCCCCCCCCCCCCC(=O)OC(C)(C)C)=O)=O (2-(19-tert-Butoxycarbonylnonadecanoylamino)pentanedioic acid 1-tert-butyl ester 5-(2,5-dioxopyrrolidin-1-yl) ester), [B-](F)(F)(F)F.CN(C)C(=[N+](C)C)ON1C(=O)CCC1=O (TSTU). Run in C1CCOC1 (THF), C1CCOC1 (THF). Reaction conditions: time 3 hour. The product is C(C)(C)(C)OC(CCCCCCCCCCCCCCCCCCC(NC(CCC(NCCOCCOCCOCCOCCC(=O)O)=O)C(=O)OC(C)(C)C)=O)=O (19-{1-tert-Butoxycarbonyl-3-[2-(2-{2-[2-(2-carboxyethoxy)ethoxy]ethoxy}ethoxy)ethylcarbamoyl]propyl-carbamoyl}nonadecanoic acid tert-butyl ester). RXN SMILES: O=C1CCC(=O)N1[O:8][C:9](=O)[CH2:10][CH2:11][CH:12]([NH:20][C:21](=[O:47])[CH2:22][CH2:23][CH2:24][CH2:25][CH2:26][CH2:27][CH2:28][CH2:29][CH2:30][CH2:31][CH2:32][CH2:33][CH2:34][CH2:35][CH2:36][CH2:37][CH2:38][CH2:39][C:40]([O:42][C:43]([CH3:46])([CH3:45])[CH3:44])=[O:41])[C:13]([O:15][C:16]([CH3:19])([CH3:18])[CH3:17])=[O:14].[NH2:49][CH2:50][CH2:51][O:52][CH2:53][CH2:54][O:55][CH2:56][CH2:57][O:58][CH2:59][CH2:60][O:61][CH2:62][CH2:63][C:64]([OH:66])=[O:65].[B-](F)(F)(F)F.CN(C(ON1C(=O)CCC1=O)=[N+](C)C)C>C1COCC1>[C:43]([O:42][C:40](=[O:41])[CH2:39][CH2:38][CH2:37][CH2:36][CH2:35][CH2:34][CH2:33][CH2:32][CH2:31][CH2:30][CH2:29][CH2:28][CH2:27][CH2:26][CH2:25][CH2:24][CH2:23][CH2:22][C:21](=[O:47])[NH:20][CH:12]([C:13]([O:15][C:16]([CH3:19])([CH3:18])[CH3:17])=[O:14])[CH2:11][CH2:10][C:9](=[O:8])[NH:49][CH2:50][CH2:51][O:52][CH2:53][CH2:54][O:55][CH2:56][CH2:57][O:58][CH2:59][CH2:60][O:61][CH2:62][CH2:63][C:64]([OH:66])=[O:65])([CH3:46])([CH3:44])[CH3:45] |f:2.3|. Reported procedure: 2-(19-tert-Butoxycarbonylnonadecanoylamino)pentanedioic acid 1-tert-butyl ester 5-(2,5-dioxopyrrolidin-1-yl) ester (0.56 g, 0.822 mmol) was dissolved in THF (20 mL), 3-(2-{2-[2-(2-amino-ethoxy)-ethoxy]ethoxy}ethoxy)propionic acid (0.22 g, 0.82 mmol) in THF (20 mL) was added and the mixture stirred at RT for 3 h. LCMS indicated the reaction was finished (MS: m/z 831 (M+1)) and the reaction mixture was used directly for the following reaction with TSTU. Starting materials: FC1=C(C#N)C(=CC(=C1)F)F (2,4,6-trifluorobenzonitrile), N1CCOCC1 (morpholine), C(C)(C)N(C(C)C)CC (N,N-diisopropylethylamine). The solvent is CO (MeOH), O (H2O). Run at temperature 50 celsius. The product is FC1=C(C#N)C(=CC(=C1)N1CCOCC1)F (2,6-difluoro-4-morpholin-4-yl-benzonitrile). Isolated yield 68.6%. As a reaction SMILES: [F:1][C:2]1[CH:9]=[C:8](F)[CH:7]=[C:6]([F:11])[C:3]=1[C:4]#[N:5].[NH:12]1[CH2:17][CH2:16][O:15][CH2:14][CH2:13]1.C(N(CC)C(C)C)(C)C>CO.O>[F:1][C:2]1[CH:9]=[C:8]([N:12]2[CH2:17][CH2:16][O:15][CH2:14][CH2:13]2)[CH:7]=[C:6]([F:11])[C:3]=1[C:4]#[N:5]. Procedure: To a solution of 1.0 g (6.37 mmol) of 2,4,6-trifluorobenzonitrile in MeOH (25 mL) was added 0.6 mL (6.9 mmol) of morpholine and 1.2 mL (6.7 mmol) of N,N-diisopropylethylamine. The mixture was heated to 50° C. for 6 h then cooled to room temperature and diluted with H2O which caused a solid to precipitate from solution. The white solid was collected by filtration, washed with H2O and dried under vacuum to provide 0.98 g (68%) of 2,6-difluoro-4-morpholin-4-yl-benzonitrile as a white solid. Starting materials: O=C([O-])O, CCOCCl, CCc1c(N(C(C)=O)c2cc(C)cc(C)c2)[nH]c(=O)[nH]c1=O, CN([SiH](C)C)[Si](C)(C)C, C[Si](C)(C)Cl, Cl[Sn](Cl)(Cl)Cl, [Na+]. The product is CCOCn1c(N(C(C)=O)c2cc(C)cc(C)c2)c(CC)c(=O)[nH]c1=O. RXN SMILES: [C:47](=[O:48])([OH:49])[O-:50].[CH2:37]([CH3:38])[O:39][CH2:40][Cl:41].[CH3:1][c:2]1[cH:3][c:4]([N:9]([C:10]([CH3:11])=[O:12])[c:13]2[nH:14][c:15](=[O:22])[nH:16][c:17](=[O:21])[c:18]2[CH2:19][CH3:20])[cH:5][c:6]([CH3:8])[cH:7]1.[CH3:23][SiH:24]([CH3:25])[N:26]([CH3:27])[Si:28]([CH3:29])([CH3:30])[CH3:31].[Cl:32][Si:33]([CH3:34])([CH3:35])[CH3:36].[Cl:42][Sn:43]([Cl:44])([Cl:45])[Cl:46].[Na+:51]>>[CH3:1][c:2]1[cH:3][c:4]([N:9]([C:10]([CH3:11])=[O:12])[c:13]2[n:14]([CH2:40][O:39][CH2:37][CH3:38])[c:15](=[O:22])[nH:16][c:17](=[O:21])[c:18]2[CH2:19][CH3:20])[cH:5][c:6]([CH3:8])[cH:7]1. Reactants: ice water, CC=1C=C2C=3N(C4=C(C(N2)=O)C=CC=C4)CCC3C1 (4-methyl-1,2-dihydrobenzo[c]pyrrolo[1,2,3-ef][1,5]benzodiazepin-7-one), CN1CCNCC1 (N-methylpiperazine). The reagents and catalysts are [Ti](Cl)(Cl)(Cl)Cl (Titanium tetrachloride). The solvent is C1(=CC=CC=C1)C (Toluene), C1(=CC=CC=C1)C (toluene). Run at time 30 minute. The product is CC=1C=C2C=3N(C4=C(C(=N2)N2CCN(CC2)C)C=CC=C4)CCC3C1 (4-Methyl-7-(4-methyl-1-piperazinyl)-1,2-dihydrobenzo[c]pyrrolo-[1,2,3-ef][1,5]benzodiazepine). As a reaction SMILES: [CH3:1][C:2]1[CH:3]=[C:4]2[NH:10][C:9](=O)[C:8]3[CH:12]=[CH:13][CH:14]=[CH:15][C:7]=3[N:6]3[CH2:16][CH2:17][C:18]([CH:19]=1)=[C:5]23.[CH3:20][N:21]1[CH2:26][CH2:25][NH:24][CH2:23][CH2:22]1>[Ti](Cl)(Cl)(Cl)Cl.C1(C)C=CC=CC=1>[CH3:1][C:2]1[CH:3]=[C:4]2[N:10]=[C:9]([N:24]3[CH2:25][CH2:26][N:21]([CH3:20])[CH2:22][CH2:23]3)[C:8]3[CH:12]=[CH:13][CH:14]=[CH:15][C:7]=3[N:6]3[CH2:16][CH2:17][C:18]([CH:19]=1)=[C:5]23. Procedure details: A solution of 4-methyl-1,2-dihydrobenzo[c]pyrrolo[1,2,3-ef][1,5]benzodiazepin-7-one (3.6 g, 14.3 mmoles), N-methylpiperazine (16 ml) and toluene (350 ml) was heated to 110° C. Titanium tetrachloride (4.3 ml) was added in three portions in two minute intervals. The mixture was heated under reflux for two hours and cooled to room temperature. Toluene (500 ml) and ice-water (500 ml) were added. The mixture was stirred for 30 minutes and the insoluble material was removed by filtration. The organic ... Starting materials: CC1Cc2ccc(Br)cc2CN1c1cc(N2CCN(C)CC2)nc(N)n1, O=C([O-])O, C1COCCO1, CO, [Na+], CC1(C)OB(c2cnn(C3CCOC3)c2)OC1(C)C, O, c1ccc(P(c2ccccc2)(c2ccccc2)[Pd](P(c2ccccc2)(c2ccccc2)c2ccccc2)(P(c2ccccc2)(c2ccccc2)c2ccccc2)P(c2ccccc2)(c2ccccc2)c2ccccc2)cc1. Yields the product CC1Cc2ccc(-c3cnn(C4CCOC4)c3)cc2CN1c1cc(N2CCN(C)CC2)nc(N)n1. As a reaction SMILES: [Br:1][c:2]1[cH:3][cH:4][c:5]2[c:10]([cH:11]1)[CH2:9][N:8]([c:12]1[n:13][c:14]([NH2:25])[n:15][c:16]([N:18]3[CH2:19][CH2:20][N:21]([CH3:24])[CH2:22][CH2:23]3)[cH:17]1)[CH:7]([CH3:26])[CH2:6]2.[C:46](=[O:47])([OH:48])[O-:49].[CH2:51]1[O:52][CH2:53][CH2:54][O:55][CH2:56]1.[CH3:57][OH:58].[Na+:50].[O:27]1[CH2:28][CH:29]([n:32]2[n:33][cH:34][c:35]([B:37]3[O:38][C:39]([CH3:40])([CH3:41])[C:42]([CH3:43])([CH3:44])[O:45]3)[cH:36]2)[CH2:30][CH2:31]1.[OH2:136].[cH:59]1[cH:60][cH:61][c:62]([P:63]([Pd:64]([P:65]([c:66]2[cH:67][cH:68][cH:69][cH:70][cH:71]2)([c:72]2[cH:73][cH:74][cH:75][cH:76][cH:77]2)[c:78]2[cH:79][cH:80][cH:81][cH:82][cH:83]2)([P:84]([c:85]2[cH:86][cH:87][cH:88][cH:89][cH:90]2)([c:91]2[cH:92][cH:93][cH:94][cH:95][cH:96]2)[c:97]2[cH:98][cH:99][cH:100][cH:101][cH:102]2)[P:103]([c:104]2[cH:105][cH:106][cH:107][cH:108][cH:109]2)([c:110]2[cH:111][cH:112][cH:113][cH:114][cH:115]2)[c:116]2[cH:117][cH:118][cH:119][cH:120][cH:121]2)([c:122]2[cH:123][cH:124][cH:125][cH:126][cH:127]2)[c:128]2[cH:129][cH:130][cH:131][cH:132][cH:133]2)[cH:134][cH:135]1>>[c:2]1(-[c:35]2[cH:34][n:33][n:32]([CH:29]3[CH2:28][O:27][CH2:31][CH2:30]3)[cH:36]2)[cH:3][cH:4][c:5]2[c:10]([cH:11]1)[CH2:9][N:8]([c:12]1[n:13][c:14]([NH2:25])[n:15][c:16]([N:18]3[CH2:19][CH2:20][N:21]([CH3:24])[CH2:22][CH2:23]3)[cH:17]1)[CH:7]([CH3:26])[CH2:6]2. The reactants are Brc1cccc(Br)n1, CCCC[Mg+], [Li]CCCC, CCCCCC, Cc1ccccc1, CC(=O)O, [Cl-], C1CCOC1, Cc1ccc(S(=O)(=O)C#N)cc1. The product is N#Cc1cccc(Br)n1. RXN SMILES: [Br:12][c:13]1[n:14][c:15]([Br:19])[cH:16][cH:17][cH:18]1.[CH2:2]([Mg+:3])[CH2:4][CH2:5][CH3:6].[CH2:7]([Li:8])[CH2:9][CH2:10][CH3:11].[CH3:37][CH2:38][CH2:39][CH2:40][CH2:41][CH3:42].[CH3:43][c:44]1[cH:45][cH:46][cH:47][cH:48][cH:49]1.[CH3:50][C:51](=[O:52])[OH:53].[Cl-:1].[O:32]1[CH2:33][CH2:34][CH2:35][CH2:36]1.[c:20]1([CH3:21])[cH:22][cH:23][c:24]([S:25](=[O:26])(=[O:27])[C:29]#[N:30])[cH:28][cH:31]1>>[c:13]1([C:29]#[N:30])[n:14][c:15]([Br:19])[cH:16][cH:17][cH:18]1. Reactants: [Br-], C1CCOC1, C[Mg+], [Cl-], O=Cc1cc2cccnc2cc1F, [NH4+]. Product: CC(O)c1cc2cccnc2cc1F. RXN SMILES: [Br-:14].[CH2:19]1[O:20][CH2:21][CH2:22][CH2:23]1.[CH3:15][Mg+:16].[Cl-:17].[F:1][c:2]1[c:3]([CH:12]=[O:13])[cH:4][c:5]2[cH:6][cH:7][cH:8][n:9][c:10]2[cH:11]1.[NH4+:18]>>[F:1][c:2]1[c:3]([CH:12]([OH:13])[CH3:15])[cH:4][c:5]2[cH:6][cH:7][cH:8][n:9][c:10]2[cH:11]1.